This data is from the Open Reaction Database (ORD), a public repository of structured organic reaction records. The task is: describe an organic reaction: reactants, conditions, products, and yield The reactants are NC=1C2=C(N=CN1)N(C=C2)[C@H]2[C@](O)([C@H](O)[C@H](O2)CO)C (4-Amino-7-(2-C-methyl-β-D-ribofuranosyl)-7H-pyrrolo[2,3-d]pyrimidine), [Si](C)(C)(C(C)(C)C)Cl (tert-butyldimethylsilyl chloride). Run in C(C)(=O)OCC (ethyl acetate), N1=CC=CC=C1 (pyridine). Reaction conditions: time 24 hour. Product: NC=1C2=C(N=CN1)N(C=C2)[C@H]2[C@](O)([C@H](O)[C@H](O2)CO[Si](C)(C)C(C)(C)C)C (4-Amino-7-[5-O-(tert-butyldimethylsilyl)-2-C-methyl-β-D-ribofuranosyl]-7H-pyrrolo[2,3-d]pyrimidine). Isolated yield 80.2%. Reaction SMILES: [NH2:1][C:2]1[C:3]2[CH:10]=[CH:9][N:8]([C@@H:11]3[O:17][C@H:16]([CH2:18][OH:19])[C@@H:14]([OH:15])[C@@:12]3([CH3:20])[OH:13])[C:4]=2[N:5]=[CH:6][N:7]=1.[Si:21](Cl)([C:24]([CH3:27])([CH3:26])[CH3:25])([CH3:23])[CH3:22]>N1C=CC=CC=1.C(OCC)(=O)C>[NH2:1][C:2]1[C:3]2[CH:10]=[CH:9][N:8]([C@@H:11]3[O:17][C@H:16]([CH2:18][O:19][Si:21]([C:24]([CH3:27])([CH3:26])[CH3:25])([CH3:23])[CH3:22])[C@@H:14]([OH:15])[C@@:12]3([CH3:20])[OH:13])[C:4]=2[N:5]=[CH:6][N:7]=1. Reported procedure: To a solution of the compound from Step F (457 mg, 1.63 mmol) in anhydrous pyridine (3.5 mL) was added tert-butyldimethylsilyl chloride (370 mg, 2.45 mmol). The reaction mixture was stirred at room temperature for 24 h. The reaction mixture was then diluted with ethyl acetate (40 mL) which was washed with saturated aqueous sodium bicarbonate solution (20 mL). The organic layer was separated, dried over anhydrous sodium sulfate, filtered, and evaporated to an oil that was subjected to chromatogra... Starting materials: CI, CC(C)=O, [K+], O=[N+]([O-])c1ccc2c(c1)CCN2, [OH-], O. Yields the product CN1CCc2cc([N+](=O)[O-])ccc21. As a reaction SMILES: [CH3:15][I:16].[CH3:18][C:19](=[O:20])[CH3:21].[K+:14].[N+:1](=[O:2])([O-:3])[c:4]1[cH:5][c:6]2[c:10]([cH:11][cH:12]1)[NH:9][CH2:8][CH2:7]2.[OH-:13].[OH2:17]>>[N+:1](=[O:2])([O-:3])[c:4]1[cH:5][c:6]2[c:10]([cH:11][cH:12]1)[N:9]([CH3:15])[CH2:8][CH2:7]2. Starting materials: CS(=O)(=O)Cl (methanesulfonyl chloride), Cl.ClC1=C(C(=CC=C1)Cl)NCC(C)O (1-(2,6-dichlorophenyl-amino)-2-propanol hydrochloride), CS(=O)(=O)Cl (methanesulfonyl chloride). Run in N1=CC=CC=C1 (pyridine). Run at time 1 hour. Product: ClC1=C(C(=CC=C1)Cl)NCC(C)OS(=O)(=O)C (1-(2,6-dichlorophenyl-amino)-2-methanesulfonyloxy-propane). Yield: 94.9%. As a reaction SMILES: Cl.[Cl:2][C:3]1[CH:8]=[CH:7][CH:6]=[C:5]([Cl:9])[C:4]=1[NH:10][CH2:11][CH:12]([OH:14])[CH3:13].[CH3:15][S:16](Cl)(=[O:18])=[O:17]>N1C=CC=CC=1>[Cl:2][C:3]1[CH:8]=[CH:7][CH:6]=[C:5]([Cl:9])[C:4]=1[NH:10][CH2:11][CH:12]([O:14][S:16]([CH3:15])(=[O:18])=[O:17])[CH3:13] |f:0.1|. Reported procedure: 5.0 g (19.5 mmoles) of 1-(2,6-dichlorophenyl-amino)-2-propanol hydrochloride are added in small portions to 50 ml of dry pyridine, and then 3.1 ml (4.6 g, 40 mmoles) of methanesulfonyl chloride are added dropwise, within 0.5 hours, to the mixture at 15° C. The mixture is stirred at room temperature for one hour, then further 0.8 ml (1.2 g, 10 mmoles) of methanesulfonyl chloride are added, and stirring is continued for one hour. The mixture is poured then onto 100 ml of ice water, and the aqueous... The reactants are C1(=CC=CC=C1)C(NCC(C)NC(C1=CC=CC=C1)C1=CC=CC=C1)C1=CC=CC=C1 (N,N'-bis-(diphenylmethyl)-1,2-propylenediamine), CS(=O)(=O)O (methanesulphonic acid). Run in CO (methanol), O (water). Run at time 15 minute. Product: CS(=O)(=O)O.CS(=O)(=O)O.C1(=CC=CC=C1)C(NCC(C)NC(C1=CC=CC=C1)C1=CC=CC=C1)C1=CC=CC=C1 (N,N'-bis-(diphenylmethyl)-1,2-propylenediamine bis-methanesulphonate). Reaction SMILES: [C:1]1([CH:7]([C:26]2[CH:31]=[CH:30][CH:29]=[CH:28][CH:27]=2)[NH:8][CH2:9][CH:10]([NH:12][CH:13]([C:20]2[CH:25]=[CH:24][CH:23]=[CH:22][CH:21]=2)[C:14]2[CH:19]=[CH:18][CH:17]=[CH:16][CH:15]=2)[CH3:11])[CH:6]=[CH:5][CH:4]=[CH:3][CH:2]=1.[CH3:32][S:33]([OH:36])(=[O:35])=[O:34]>CO.O>[CH3:32][S:33]([OH:36])(=[O:35])=[O:34].[CH3:32][S:33]([OH:36])(=[O:35])=[O:34].[C:1]1([CH:7]([C:26]2[CH:31]=[CH:30][CH:29]=[CH:28][CH:27]=2)[NH:8][CH2:9][CH:10]([NH:12][CH:13]([C:20]2[CH:21]=[CH:22][CH:23]=[CH:24][CH:25]=2)[C:14]2[CH:15]=[CH:16][CH:17]=[CH:18][CH:19]=2)[CH3:11])[CH:6]=[CH:5][CH:4]=[CH:3][CH:2]=1 |f:4.5.6|. Reported procedure: 25 g of N,N'-bis-(diphenylmethyl)-1,2-propylenediamine dissolved in 75 ml of methanol are added dropwise while stirring vigorously at 10° C. to a solution of 12.05 g of methanesulphonic acid in 175 ml of water. The mixture is stirred for a further 15 minutes at room temperature, inoculated and left to crystallise overnight. The methanol is then drawn off under reduced pressure and the remainder is left to crystallise completely at 0° C., is filtered with suction, washed with 40 ml of ice water a... Reactants: CC1(C(=O)O)CC1, CCN=C=NCCCN(C)C, CN(C)C=O, CCN(C(C)C)C(C)C, Cl, O=c1[nH]nc(CC2CNC2)n1-c1ccc(-c2ccc3cccnc3c2)cc1F, On1nnc2ccccc21. Product: CC1(C(=O)N2CC(Cc3n[nH]c(=O)n3-c3ccc(-c4ccc5cccnc5c4)cc3F)C2)CC1. RXN SMILES: [CH3:29][C:30]1([C:33](=[O:34])[OH:35])[CH2:31][CH2:32]1.[CH3:37][N:38]([CH3:39])[CH2:40][CH2:41][CH2:42][N:43]=[C:44]=[N:45][CH2:46][CH3:47].[CH3:67][N:68]([CH3:69])[CH:70]=[O:71].[CH:48]([N:49]([CH2:50][CH3:51])[CH:52]([CH3:53])[CH3:54])([CH3:55])[CH3:56].[ClH:36].[NH:1]1[CH2:2][CH:3]([CH2:5][c:6]2[n:7](-[c:12]3[c:13]([F:28])[cH:14][c:15](-[c:18]4[cH:19][cH:20][c:21]5[cH:22][cH:23][cH:24][n:25][c:26]5[cH:27]4)[cH:16][cH:17]3)[c:8](=[O:11])[nH:9][n:10]2)[CH2:4]1.[n:57]1([OH:58])[c:59]2[cH:60][cH:61][cH:62][cH:63][c:64]2[n:65][n:66]1>>[N:1]1([C:33]([C:30]2([CH3:29])[CH2:31][CH2:32]2)=[O:34])[CH2:2][CH:3]([CH2:5][c:6]2[n:7](-[c:12]3[c:13]([F:28])[cH:14][c:15](-[c:18]4[cH:19][cH:20][c:21]5[cH:22][cH:23][cH:24][n:25][c:26]5[cH:27]4)[cH:16][cH:17]3)[c:8](=[O:11])[nH:9][n:10]2)[CH2:4]1. Reactants: C(CCCC)N(C(=O)N1C[C@H](N(CC1)C(C(C1=CC=CC=C1)C1=CC=CC=C1)=O)C(=O)O)CCCCC ((S)-4-(Dipentylcarbamoyl)-1-(diphenylacetyl)piperazine-2-carboxylic acid), [N+](=[N-])=C (diazomethane). The solvent is CO (methanol), C(C)OCC (diethyl ether). Conditions: time 30 minute. Product: C(CCCC)N(C(=O)N1C[C@H](N(CC1)C(C(C1=CC=CC=C1)C1=CC=CC=C1)=O)C(=O)OC)CCCCC (Methyl (S)-4-(Dipentylcarbamoyl)-1-(diphenylacetyl)piperazine-2-carboxylate). As a reaction SMILES: [CH2:1]([N:6]([CH2:33][CH2:34][CH2:35][CH2:36][CH3:37])[C:7]([N:9]1[CH2:14][CH2:13][N:12]([C:15](=[O:29])[CH:16]([C:23]2[CH:28]=[CH:27][CH:26]=[CH:25][CH:24]=2)[C:17]2[CH:22]=[CH:21][CH:20]=[CH:19][CH:18]=2)[C@H:11]([C:30]([OH:32])=[O:31])[CH2:10]1)=[O:8])[CH2:2][CH2:3][CH2:4][CH3:5].[N+](=[CH2:40])=[N-]>CO.C(OCC)C>[CH2:33]([N:6]([CH2:1][CH2:2][CH2:3][CH2:4][CH3:5])[C:7]([N:9]1[CH2:14][CH2:13][N:12]([C:15](=[O:29])[CH:16]([C:23]2[CH:24]=[CH:25][CH:26]=[CH:27][CH:28]=2)[C:17]2[CH:22]=[CH:21][CH:20]=[CH:19][CH:18]=2)[C@H:11]([C:30]([O:32][CH3:40])=[O:31])[CH2:10]1)=[O:8])[CH2:34][CH2:35][CH2:36][CH3:37]. Procedure: A solution of 368 mg (0.725 mmole) of (S)-4-(dipentylcarbamoyl)-1-(diphenylacetyl)piperazine-2-carboxylic acid (from Example 9) in 5 ml of methanol was treated at 0° C. with 20 ml of diazomethane solution in diethyl ether (prepared by the procedure above). The solution was strirred at 0° C. for 30 minutes and at 25° C. for 30 minutes. The excess diazomethane was destroyed by the dropwise addition of acetic acid until the solution became colorless. The resulting solution was concentrated in vacuo...